This data is from the Open Reaction Database (ORD), a public repository of structured organic reaction records. The task is: describe an organic reaction: reactants, conditions, products, and yield Reactants: CN(C)C(=S)Cl, CO, [K+], [OH-], O, COC(=O)c1cccc(C)c1O. Product: COC(=O)c1cccc(C)c1OC(=S)N(C)C. RXN SMILES: [CH3:17][N:18]([C:19](=[S:20])[Cl:21])[CH3:22].[CH3:3][OH:4].[K+:2].[OH-:1].[OH2:23].[OH:5][c:6]1[c:7]([C:8](=[O:9])[O:10][CH3:11])[cH:12][cH:13][cH:14][c:15]1[CH3:16]>>[O:5]([c:6]1[c:7]([C:8](=[O:9])[O:10][CH3:11])[cH:12][cH:13][cH:14][c:15]1[CH3:16])[C:19]([N:18]([CH3:17])[CH3:22])=[S:20]. Reactants: C([O-])([O-])=O.[K+].[K+] (potassium carbonate), BrCCCl (1-bromo-2-chloroethane), C(C)(CC)NC(C1=CC(=C(C=C1)Cl)N1C(C(=NC=C1)NC(C)(C)C1=C(C=CC=C1)O)=O)=O (N-(sec-butyl)-4-chloro-3-[3-{[1-(2-hydroxyphenyl)-1-methylethyl]amino}-2-oxopyrazin-1(2H)-yl]benzamide). Run in C(C)#N (acetonitrile). Run at temperature 75 celsius, time 10 hour. Product: ClC1=C(C=C(C(=O)NC2CC2)C=C1)N1C(C(=NC=C1)NC(C)(C)C1=C(C=CC=C1)OCCCl)=O (4-Chloro-3-[3-({1-[2-(2-chloroethoxy)phenyl]-1-methylethyl}amino)-2-oxopyrazin-1(2H)-yl]-N-cyclopropylbenzamide). As a reaction SMILES: [CH:1]([NH:5][C:6](=[O:32])[C:7]1[CH:12]=[CH:11][C:10]([Cl:13])=[C:9]([N:14]2[CH:19]=[CH:18][N:17]=[C:16]([NH:20][C:21]([C:24]3[CH:29]=[CH:28][CH:27]=[CH:26][C:25]=3[OH:30])([CH3:23])[CH3:22])[C:15]2=[O:31])[CH:8]=1)(CC)[CH3:2].[C:33](=O)([O-])[O-].[K+].[K+].Br[CH2:40][CH2:41][Cl:42]>C(#N)C>[Cl:13][C:10]1[CH:11]=[CH:12][C:7]([C:6]([NH:5][CH:1]2[CH2:2][CH2:33]2)=[O:32])=[CH:8][C:9]=1[N:14]1[CH:19]=[CH:18][N:17]=[C:16]([NH:20][C:21]([C:24]2[CH:29]=[CH:28][CH:27]=[CH:26][C:25]=2[O:30][CH2:40][CH2:41][Cl:42])([CH3:22])[CH3:23])[C:15]1=[O:31] |f:1.2.3|. Procedure details: A solution of N-(sec-butyl)-4-chloro-3-[3-{[1-(2-hydroxyphenyl)-1-methylethyl]amino}-2-oxopyrazin-1(2H)-yl]benzamide (Example 330h, 1 g) dissolved in acetonitrile (10 mL) was treated with potassium carbonate (3.15 g) and 1-bromo-2-chloroethane (1.896 mL) under nitrogen. The resulting suspension was stirred at 75° C. for 10 h. The reaction mixture was evaporated to dryness, diluted with water (300 mL), and extracted with DCM. The organic layer was separated, dried (MgSO4), filtered and evaporated... Starting materials: ice water, ClC1=C(C=CC(=C1)Cl)N=C1NCCN1 (2-(2,4-dichlorophenylimino)imidazolidine), [H-].[Na+] (sodium hydride), ClC(=O)OCC (ethyl chloroformate). Run in O1CCCC1 (tetrahydrofuran), O1CCCC1 (tetrahydrofuran). The product is ClC1=C(C=CC(=C1)Cl)N=C1N(CCN1)C(=O)OCC (2-(2,4-dichlorophenylimino)-1-ethoxycarbonylimidazolidine). As a reaction SMILES: [Cl:1][C:2]1[CH:7]=[C:6]([Cl:8])[CH:5]=[CH:4][C:3]=1[N:9]=[C:10]1[NH:14][CH2:13][CH2:12][NH:11]1.[H-].[Na+].Cl[C:18]([O:20][CH2:21][CH3:22])=[O:19]>O1CCCC1>[Cl:1][C:2]1[CH:7]=[C:6]([Cl:8])[CH:5]=[CH:4][C:3]=1[N:9]=[C:10]1[NH:11][CH2:12][CH2:13][N:14]1[C:18]([O:20][CH2:21][CH3:22])=[O:19] |f:1.2|. Procedure: A mixture of 2-(2,4-dichlorophenylimino)imidazolidine (9.2 g.), sodium hydride (1.3 g. as 80% dispersion in oil) and tetrahydrofuran (65 ml.) was stirred and heated under reflux for 1 hour. The mixture was cooled and a solution of ethyl chloroformate (4.8 g.) in tetrahydrofuran (20 ml.) was added dropwise. The mixture was then stirred and heated under reflux for a further three hours. The mixture was cooled and then poured onto an ice-water mixture to give a solid which was dried over phosphorus... The reactants are O=C(O)C(CCBr)(c1ccccc1)c1ccccc1, ClC(Cl)Cl, CN(C)C=O, O=S(Cl)Cl. Product: O=C(O)C(CCBr)(c1ccccc1)c1ccccc1, [Cl-]. As a reaction SMILES: [Br:1][CH2:2][CH2:3][C:4]([C:5](=[O:6])[OH:7])([c:8]1[cH:9][cH:10][cH:11][cH:12][cH:13]1)[c:14]1[cH:15][cH:16][cH:17][cH:18][cH:19]1.[CH:29]([Cl:30])([Cl:31])[Cl:32].[O:24]=[CH:25][N:26]([CH3:27])[CH3:28].[S:20]([Cl:21])([Cl:22])=[O:23]>>[Br:1][CH2:2][CH2:3][C:4]([C:5](=[O:6])[OH:7])([c:8]1[cH:9][cH:10][cH:11][cH:12][cH:13]1)[c:14]1[cH:15][cH:16][cH:17][cH:18][cH:19]1.[Cl-:22]. The reactants are CC1=COC2=C1C(CC(C2)C2=CC=C(C=C2)C)=O (3-methyl-6-(4-methylphenyl)-4,5,6,7-tetrahydrobenzofuran-4-one), C(=N)(N)NN.Cl (aminoguanidine hydrochloride), Cl (hydrochloric acid), O (water). Solvent: C(C)O (ethanol). Yields the product Cl.N(C(=N)N)N=C1CC(CC2=C1C(=CO2)C)C2=CC=C(C=C2)C (4-guanidinoimino-3-methyl-6-(4-methylphenyl)-4,5,6,7-tetrahydrobenzofuran hydrochloride). Isolated yield 72.2%. RXN SMILES: [CH3:1][C:2]1[C:6]2[C:7](=O)[CH2:8][CH:9]([C:11]3[CH:16]=[CH:15][C:14]([CH3:17])=[CH:13][CH:12]=3)[CH2:10][C:5]=2[O:4][CH:3]=1.[C:19]([NH:22][NH2:23])([NH2:21])=[NH:20].[ClH:24].Cl.O>C(O)C>[ClH:24].[NH:22]([N:23]=[C:7]1[C:6]2[C:2]([CH3:1])=[CH:3][O:4][C:5]=2[CH2:10][CH:9]([C:11]2[CH:16]=[CH:15][C:14]([CH3:17])=[CH:13][CH:12]=2)[CH2:8]1)[C:19]([NH2:21])=[NH:20] |f:1.2,6.7|. Procedure: A mixture of 3-methyl-6-(4-methylphenyl)-4,5,6,7-tetrahydrobenzofuran-4-one (0.30 g), aminoguanidine hydrochloride (0.14 g), concentrated hydrochloric acid (0.062 ml), water (0.062 ml) and ethanol (30 ml) was refluxed for 30 minutes. Under reduced pressure, the solvent was evaporated, and the residue was recrystallized from ethanol to give 4-guanidinoimino-3-methyl-6-(4-methylphenyl)-4,5,6,7-tetrahydrobenzofuran hydrochloride (Compound 33) (0.30 g) as colorless crystals. Reactants: NC(CCC)CCCCCCCCC(CCC)N (4,13-Diaminohexadecane), C(CC)C1N=NC(CC=CCCC=CC1)CCC (3,12-dipropyl-1,2-diaza-1,5,9-cyclododecatriene), C(CCCCC)C1NNC(CCCCCCCC1)CCCCCC (3,12-dihexyl-1,2-diazacyclododecane). The product is NC(CCCCCC)CCCCCCCCC(CCCCCC)N (7,16-diaminodocosane). Yield: 68.2%. As a reaction SMILES: NC(CCCCCCCCC(N)CCC)CCC.C(C1CC=CCCC=CCC(CCC)N=N1)CC.[CH2:37]([CH:43]1[CH2:54][CH2:53][CH2:52][CH2:51][CH2:50][CH2:49][CH2:48][CH2:47][CH:46]([CH2:55][CH2:56][CH2:57][CH2:58][CH2:59][CH3:60])[NH:45][NH:44]1)[CH2:38][CH2:39][CH2:40][CH2:41][CH3:42]>>[NH2:44][CH:43]([CH2:54][CH2:53][CH2:52][CH2:51][CH2:50][CH2:49][CH2:48][CH2:47][CH:46]([NH2:45])[CH2:55][CH2:56][CH2:57][CH2:58][CH2:59][CH3:60])[CH2:37][CH2:38][CH2:39][CH2:40][CH2:41][CH3:42]. Reported procedure: If there are used in the manner described under (a), instead of 942 g (3.79 mols) of 3,12-dipropyl-1,2-diaza-1,5,9-cyclododecatriene, 190 g (0.56 mol) of 3,12-dihexyl-1,2-diazacyclododecane (diastereoisomeric mixture) and correspondingly reduced amounts of catalyst and solvent, with otherwise the same procedure, there is obtained as main fraction 130 g (68% of theory) of 7,16-diaminodocosane as colourless oil [b.p. 184° C./0.02-0.005 Torr; nD20 =1.4624; IR (liquid) inter alia bands at 3355, 3278... Starting materials: Cc1nc2sccn2c1C(=O)NCC1CC2CC2N1, Cc1cccc(-c2sc(N)nc2C(=O)O)c1. Yields the product Cc1cccc(-c2sc(N)nc2C(=O)N2C(CNC(=O)c3c(C)nc4sccn34)CC3CC32)c1. As a reaction SMILES: [CH:1]12[NH:2][CH:3]([CH2:7][NH:8][C:9](=[O:10])[c:11]3[c:12]([CH3:19])[n:13][c:14]4[s:15][cH:16][cH:17][n:18]34)[CH2:4][CH:5]1[CH2:6]2.[NH2:20][c:21]1[s:22][c:23](-[c:29]2[cH:30][c:31]([CH3:35])[cH:32][cH:33][cH:34]2)[c:24]([C:26](=[O:27])[OH:28])[n:25]1>>[CH:1]12[N:2]([C:26]([c:24]3[c:23](-[c:29]4[cH:30][c:31]([CH3:35])[cH:32][cH:33][cH:34]4)[s:22][c:21]([NH2:20])[n:25]3)=[O:27])[CH:3]([CH2:7][NH:8][C:9](=[O:10])[c:11]3[c:12]([CH3:19])[n:13][c:14]4[s:15][cH:16][cH:17][n:18]34)[CH2:4][CH:5]1[CH2:6]2. Reactants: BrC(C(=O)C1=C(C=C(C=C1)OC)Cl)C (2-bromo-1-(2-chloro-4-methoxyphenyl)propan-1-one), BrC(C(=O)C1=C(C=C(C=C1)OC)Cl)C (2-bromo-1-(2-chloro-4-methoxyphenyl)propan-1-one), COC1=C(C=C(C=C1)[N+](=O)[O-])N(C(=S)N)CCC (N-(2-methoxy-5-nitrophenyl)-N-propylthiourea). Yields the product ClC1=C(C=CC(=C1)OC)C=1N=C(SC1C)N(CCC)C1=C(C=CC(=C1)[N+](=O)[O-])OC (4-(2-Chloro-4-methoxyphenyl)-5-methyl-2-[N-(2-methoxy-5-nitrophenyl)-N-propylamino]thiazole). RXN SMILES: Br[CH:2]([CH3:14])[C:3]([C:5]1[CH:10]=[CH:9][C:8]([O:11][CH3:12])=[CH:7][C:6]=1[Cl:13])=O.[CH3:15][O:16][C:17]1[CH:22]=[CH:21][C:20]([N+:23]([O-:25])=[O:24])=[CH:19][C:18]=1[N:26]([CH2:30][CH2:31][CH3:32])[C:27]([NH2:29])=[S:28]>>[Cl:13][C:6]1[CH:7]=[C:8]([O:11][CH3:12])[CH:9]=[CH:10][C:5]=1[C:3]1[N:29]=[C:27]([N:26]([C:18]2[CH:19]=[C:20]([N+:23]([O-:25])=[O:24])[CH:21]=[CH:22][C:17]=2[O:16][CH3:15])[CH2:30][CH2:31][CH3:32])[S:28][C:2]=1[CH3:14]. Procedure details: By carrying out the procedure according to EXAMPLE 12 and by using 2-bromo-1-(2-chloro-4-methoxyphenyl)propan-1-one (Compound 1-2) and N-(2-methoxy-5-nitrophenyl)-N-propylthiourea, the expected product is obtained in the form of a powder; m.p.=97° C.